This data is from the Open Reaction Database (ORD), a public repository of structured organic reaction records. The task is: describe an organic reaction: reactants, conditions, products, and yield Starting materials: Br, COc1cc(C(=O)c2ccc(C(F)(F)F)cc2)ccc1OCc1ccccc1, CC(=O)O. Yields the product COc1cc(C(=O)c2ccc(C(F)(F)F)cc2)ccc1O. Reaction SMILES: [BrH:1].[CH2:2]([c:3]1[cH:4][cH:5][cH:6][cH:7][cH:8]1)[O:9][c:10]1[c:11]([O:28][CH3:29])[cH:12][c:13]([C:14](=[O:15])[c:16]2[cH:17][cH:18][c:19]([C:22]([F:23])([F:24])[F:25])[cH:20][cH:21]2)[cH:26][cH:27]1.[CH3:30][C:31](=[O:32])[OH:33]>>[OH:9][c:10]1[c:11]([O:28][CH3:29])[cH:12][c:13]([C:14](=[O:15])[c:16]2[cH:17][cH:18][c:19]([C:22]([F:23])([F:24])[F:25])[cH:20][cH:21]2)[cH:26][cH:27]1. Starting materials: C(C)[Al](CC)CC (Triethylaluminum), CCCCCC (Hexane), (cyclopentadienyl)(1-[(1'S,2'S,5'R)-2'-isopropyl-5'-methylcyclohexyl]-4,5,6,7-tetrahydroindenyl)zirconium dichloride, C(C=C)SC1=CC=CC=C1 (Allylphenylthioether). Solvent: O (Water). Run at time 72 hour. Yields the product C1(=CC=CC=C1)SCC(CC)C (phenyl(2-methylbutyl)sulphide). Isolated yield 80.5%. RXN SMILES: [CH3:1][CH2:2][CH2:3][CH2:4][CH2:5][CH3:6].C([S:10][C:11]1[CH:16]=[CH:15][CH:14]=CC=1)C=C.[CH2:17]([Al](CC)CC)C>O>[C:3]1([S:10][CH2:11][CH:16]([CH3:17])[CH2:15][CH3:14])[CH:2]=[CH:1][CH:6]=[CH:5][CH:4]=1. Procedure: Hexane (1 ml) was added to (cyclopentadienyl)(1-[(1'S,2'S,5'R)-2'-isopropyl-5'-methylcyclohexyl]-4,5,6,7-tetrahydroindenyl)zirconium dichloride complex (20 mg, 4 mol %, prepared as in Example 1) in a 25 ml schlenk flask containing a stirring bar. Allylphenylthioether (150 mg, 1 mmol) was added and the flask evacuated and refilled 3 times with argon. Triethylaluminum (6 ml, 1.0 M in hexane, 6 mmol, 6 eq) was added dropwise. The solution turned yellow and was left for 72 hours. Water (10 ml) was a... The reactants are CC(=O)OC(C)=O, Oc1ccccc1. Product: CC(=O)c1ccccc1. Reaction SMILES: [CH3:8][C:9](=[O:10])[O:11][C:12](=[O:13])[CH3:14].[OH:1][c:2]1[cH:3][cH:4][cH:5][cH:6][cH:7]1>>[c:2]1([C:9]([CH3:8])=[O:10])[cH:3][cH:4][cH:5][cH:6][cH:7]1. The reactants are NC=1N=CC(=NC1Br)C1=CC=C(C=C1)S(=O)(=O)NC1CC1 (4-(5-amino-6-bromopyrazin-2-yl)-N-cyclopropylbenzenesulfonamide), C[Sn](C=1C=C2CCNC(C2=CN1)=O)(C)C (6-(trimethylstannyl)-3,4-dihydro-2,7-naphthyridin-1(2H)-one). The reagents and catalysts are C=1C=CC(=CC1)[P](C=2C=CC=CC2)(C=3C=CC=CC3)[Pd]([P](C=4C=CC=CC4)(C=5C=CC=CC5)C=6C=CC=CC6)([P](C=7C=CC=CC7)(C=8C=CC=CC8)C=9C=CC=CC9)[P](C=1C=CC=CC1)(C=1C=CC=CC1)C=1C=CC=CC1 (Pd(PPh3)4). The solvent is O1CCOCC1 (dioxane). Product: NC=1N=CC(=NC1C=1N=CC=2C(NCCC2C1)=O)C1=CC=C(C=C1)S(=O)(=O)NC1CC1 (4-(5-amino-6-(8-oxo-5,6,7,8-tetrahydro-2,7-naphthyridin-3-yl)pyrazin-2-yl)-N-cyclopropylbenzenesulfonamide). The yield is 4.5%. RXN SMILES: [NH2:1][C:2]1[N:3]=[CH:4][C:5]([C:9]2[CH:14]=[CH:13][C:12]([S:15]([NH:18][CH:19]3[CH2:21][CH2:20]3)(=[O:17])=[O:16])=[CH:11][CH:10]=2)=[N:6][C:7]=1Br.C[Sn](C)(C)[C:24]1[CH:25]=[C:26]2[C:31](=[CH:32][N:33]=1)[C:30](=[O:34])[NH:29][CH2:28][CH2:27]2>O1CCOCC1.C1C=CC([P]([Pd]([P](C2C=CC=CC=2)(C2C=CC=CC=2)C2C=CC=CC=2)([P](C2C=CC=CC=2)(C2C=CC=CC=2)C2C=CC=CC=2)[P](C2C=CC=CC=2)(C2C=CC=CC=2)C2C=CC=CC=2)(C2C=CC=CC=2)C2C=CC=CC=2)=CC=1>[NH2:1][C:2]1[N:3]=[CH:4][C:5]([C:9]2[CH:14]=[CH:13][C:12]([S:15]([NH:18][CH:19]3[CH2:21][CH2:20]3)(=[O:17])=[O:16])=[CH:11][CH:10]=2)=[N:6][C:7]=1[C:24]1[N:33]=[CH:32][C:31]2[C:30](=[O:34])[NH:29][CH2:28][CH2:27][C:26]=2[CH:25]=1 |^1:46,48,67,86|. Reported procedure: A solution of 4-(5-amino-6-bromopyrazin-2-yl)-N-cyclopropylbenzenesulfonamide (150 mg, 0.41 mmol), 6-(trimethylstannyl)-3,4-dihydro-2,7-naphthyridin-1(2H)-one (150 mg, 0.48 mmol) and Pd(PPh3)4 (23 mg, 0.02 mmol) in dioxane (2 mL) was heated in the microwave 20 min at 150° C. At completion, the reaction mixture was purified by reverse phase preparatory HPLC to provide 4-(5-amino-6-(8-oxo-5,6,7,8-tetrahydro-2,7-naphthyridin-3-yl)pyrazin-2-yl)-N-cyclopropylbenzenesulfonamide (8 mg, 5% yield) as an ... The reactants are C(C1=CC=CC=C1)OC1=C(C(=NC2=CC=CC=C12)CCC(=O)O)C (3-[4-(Benzyloxy)-3-methylquinolin-2-yl]propionic acid), O.ON1N=NC2=C1C=CC=C2 (1-hydroxybenzotriazole hydrate), Cl.C(C)N=C=NCCCN(C)C (1-ethyl-3-(3-dimethylaminopropyl)carbodiimide hydrochloride), C1(=CC=CC=C1)CCCN (3-phenylpropylamine), C(C)(C)N(C(C)C)CC (N,N-diisopropylethylamine), C(O)([O-])=O.[Na+] (sodium hydrogen carbonate). Run in CN(C)C=O (DMF). Conditions: time 72 hour. Yields the product C(C1=CC=CC=C1)OC1=C(C(=NC2=CC=CC=C12)CCC(=O)NCCCC1=CC=CC=C1)C (3-[4-(benzyloxy)-3-methylquinolin-2-yl]-N-(3-phenylpropyl)propanamide). Isolated yield 31.0%. As a reaction SMILES: [CH2:1]([O:8][C:9]1[C:18]2[C:13](=[CH:14][CH:15]=[CH:16][CH:17]=2)[N:12]=[C:11]([CH2:19][CH2:20][C:21]([OH:23])=O)[C:10]=1[CH3:24])[C:2]1[CH:7]=[CH:6][CH:5]=[CH:4][CH:3]=1.O.ON1C2C=CC=CC=2N=N1.Cl.C(N=C=NCCCN(C)C)C.[C:48]1([CH2:54][CH2:55][CH2:56][NH2:57])[CH:53]=[CH:52][CH:51]=[CH:50][CH:49]=1.C(N(CC)C(C)C)(C)C.C(=O)([O-])O.[Na+]>CN(C=O)C>[CH2:1]([O:8][C:9]1[C:18]2[C:13](=[CH:14][CH:15]=[CH:16][CH:17]=2)[N:12]=[C:11]([CH2:19][CH2:20][C:21]([NH:57][CH2:56][CH2:55][CH2:54][C:48]2[CH:53]=[CH:52][CH:51]=[CH:50][CH:49]=2)=[O:23])[C:10]=1[CH3:24])[C:2]1[CH:7]=[CH:6][CH:5]=[CH:4][CH:3]=1 |f:1.2,3.4,7.8|. Procedure details: 3-[4-(Benzyloxy)-3-methylquinolin-2-yl]propionic acid (213 mg) and 1-hydroxybenzotriazole hydrate (107 mg) were dissolved in DMF (4 mL). 1-ethyl-3-(3-dimethylaminopropyl)carbodiimide hydrochloride (140 mg), 3-phenylpropylamine (134 mg), and N,N-diisopropylethylamine (0.14 mL) were added thereto, and the mixture was stirred at room temperature for 72 hours. A saturated aqueous sodium hydrogen carbonate solution (20 mL) was added to the reaction mixture, followed by extraction with ethyl acetate (... The reactants are ClC1=CC(=C(C=C1S(=O)(=O)Cl)C=1C(N(C(=CC1)C(F)(F)F)C)=O)F (3-(4-chloro-5-chlorosulfonyl-2-fluorophenyl)-1-methyl-6-trifluoromethyl-2(1H)-pyridone), red phosphorus, II (iodine), C(C)(=O)O (acetic acid). Yields the product C(C)(=O)SC=1C(=CC(=C(C1)C=1C(N(C(=CC1)C(F)(F)F)C)=O)F)Cl (3-(5-acetylthio-4-chloro-2-fluorophenyl)-1-methyl-6-trifluoromethyl-2(1H)-pyridone). The yield is 98.0%. As a reaction SMILES: [Cl:1][C:2]1[C:7]([S:8](Cl)(=O)=O)=[CH:6][C:5]([C:12]2[C:13](=[O:23])[N:14]([CH3:22])[C:15]([C:18]([F:21])([F:20])[F:19])=[CH:16][CH:17]=2)=[C:4]([F:24])[CH:3]=1.II.[C:27](O)(=[O:29])[CH3:28]>>[C:27]([S:8][C:7]1[C:2]([Cl:1])=[CH:3][C:4]([F:24])=[C:5]([C:12]2[C:13](=[O:23])[N:14]([CH3:22])[C:15]([C:18]([F:21])([F:20])[F:19])=[CH:16][CH:17]=2)[CH:6]=1)(=[O:29])[CH3:28]. Reported procedure: To 50 ml of acetic acid, 3.1 g (7.7 mmol) of 3-(4-chloro-5-chlorosulfonyl-2-fluorophenyl)-1-methyl-6-trifluoromethyl-2(1H)-pyridone, 1.2 g (38 mmol) of red phosphorus and 0.12 g (0.47 mmol) of iodine were added, followed by heating and refluxing for 1 hour. After cooling, insoluble substances were filtered off, and majority of acetic acid was distilled off. Then, the obtained residue was poured into water and extracted with ethyl acetate. After washing with water and a saturated sodium hydrogenc...